This data is from the Open Reaction Database (ORD), a public repository of structured organic reaction records. The task is: describe an organic reaction: reactants, conditions, products, and yield As a reaction SMILES: Cl[C:2]1[N:7]=[N:6][C:5]([CH2:8][N:9]2[C:18]3[C:13](=[CH:14][CH:15]=[CH:16][C:17]=3[F:19])[C:12](=[O:20])[C:11]([C:21]([OH:23])=[O:22])=[CH:10]2)=[CH:4][CH:3]=1.[NH:24]1[CH2:29][CH2:28][CH2:27][CH2:26][CH2:25]1>CS(C)=O>[F:19][C:17]1[CH:16]=[CH:15][CH:14]=[C:13]2[C:18]=1[N:9]([CH2:8][C:5]1[N:6]=[N:7][C:2]([N:24]3[CH2:29][CH2:28][CH2:27][CH2:26][CH2:25]3)=[CH:3][CH:4]=1)[CH:10]=[C:11]([C:21]([OH:23])=[O:22])[C:12]2=[O:20]. Procedure details: To a solution of 1-[(6-chloropyridazin-3-yl)methyl]-8-fluoro-4-oxo-1,4-dihydroquinoline-3-carboxylic acid (0.040 g, 0.12 mmol) in 1 mL of DMSO was added piperidine (0.015 mL, 0.16 mmol). The reaction mixture was irradiated in the microwave at 100° C. for 10 minutes, and purified via reverse phase HPLC to provide the title compound that gave a proton NMR spectra consistent with theory and a mass ion (ES+) of 383.1 for M+H+. Product: FC=1C=CC=C2C(C(=CN(C12)CC=1N=NC(=CC1)N1CCCCC1)C(=O)O)=O (8-Fluoro-4-oxo-1-[(6-piperidin-1-ylpyridazin-3-yl)methyl]-1,4-dihydroquinoline-3-carboxylic acid). Run in CS(=O)C (DMSO). Starting materials: ClC1=CC=C(N=N1)CN1C=C(C(C2=CC=CC(=C12)F)=O)C(=O)O (1-[(6-chloropyridazin-3-yl)methyl]-8-fluoro-4-oxo-1,4-dihydroquinoline-3-carboxylic acid), N1CCCCC1 (piperidine).